This data is from the Open Reaction Database (ORD), a public repository of structured organic reaction records. The task is: describe an organic reaction: reactants, conditions, products, and yield The reactants are C1(=CC=CC=C1)N1CCN(CC1)CCN (4-phenylpiperazin-1-ylethylamine), C1(=CC=CC=C1)N1N=C(C=C1C1=CC=CC=C1)C=O (1,5-diphenylpyrazole-3-carbaldehyde). The product is C1(=CC=CC=C1)N1N=C(C=C1C1=CC=CC=C1)CNCCN1CCN(CC1)C1=CC=CC=C1 (1,5-diphenyl-3-[2-(4-phenylpiperazin-1-yl)ethyl]aminomethylpyrazole). The yield is 78.8%. RXN SMILES: [C:1]1([N:7]2[CH2:12][CH2:11][N:10]([CH2:13][CH2:14][NH2:15])[CH2:9][CH2:8]2)[CH:6]=[CH:5][CH:4]=[CH:3][CH:2]=1.[C:16]1([N:22]2[C:26]([C:27]3[CH:32]=[CH:31][CH:30]=[CH:29][CH:28]=3)=[CH:25][C:24]([CH:33]=O)=[N:23]2)[CH:21]=[CH:20][CH:19]=[CH:18][CH:17]=1>>[C:16]1([N:22]2[C:26]([C:27]3[CH:32]=[CH:31][CH:30]=[CH:29][CH:28]=3)=[CH:25][C:24]([CH2:33][NH:15][CH2:14][CH2:13][N:10]3[CH2:9][CH2:8][N:7]([C:1]4[CH:2]=[CH:3][CH:4]=[CH:5][CH:6]=4)[CH2:12][CH2:11]3)=[N:23]2)[CH:21]=[CH:20][CH:19]=[CH:18][CH:17]=1. Reported procedure: Compound 9 was prepared using the same method as that of Example 1 except that 4-phenylpiperazin-1-ylethylamine and 1,5-diphenylpyrazole-3-carbaldehyde were used. Product: C=CCn1c(Cl)nc2c1c(=O)n(C)c(=O)n2CCCCC. Reactants: O=C([O-])[O-], C=CCn1c(Cl)nc2c1c(=O)[nH]c(=O)n2CCCCC, [Cs+], [Cs+], CI, CN(C)C=O. RXN SMILES: [C:21](=[O:22])([O-:23])[O-:24].[Cl:1][c:2]1[n:3][c:4]2[n:5]([CH2:16][CH2:17][CH2:18][CH2:19][CH3:20])[c:6](=[O:15])[nH:7][c:8](=[O:14])[c:9]2[n:10]1[CH2:11][CH:12]=[CH2:13].[Cs+:25].[Cs+:26].[I:27][CH3:28].[O:29]=[CH:30][N:31]([CH3:32])[CH3:33]>>[Cl:1][c:2]1[n:3][c:4]2[n:5]([CH2:16][CH2:17][CH2:18][CH2:19][CH3:20])[c:6](=[O:15])[n:7]([CH3:21])[c:8](=[O:14])[c:9]2[n:10]1[CH2:11][CH:12]=[CH2:13]. Reactants: COC=1C=C(C=C(C1C(C)C)OC)C=CC1=CC=C(C=C1)OC (1-(3,5-dimethoxy-4-i-propylphenyl)-2-(4-methoxyphenyl)ethene), Cl.N1=CC=CC=C1 (pyridine hydrochloride). Yields the product OC1=CC=C(C=C1)C=CC=1C=C(C(=C(C1)O)C(C)C)O (5-[2-(4-Hydroxyphenyl)ethenyl]-2-i-propyl-1,3-benzenediol). The yield is 30.0%. As a reaction SMILES: C[O:2][C:3]1[CH:4]=[C:5]([CH:14]=[CH:15][C:16]2[CH:21]=[CH:20][C:19]([O:22]C)=[CH:18][CH:17]=2)[CH:6]=[C:7]([O:12]C)[C:8]=1[CH:9]([CH3:11])[CH3:10].Cl.N1C=CC=CC=1>>[OH:22][C:19]1[CH:20]=[CH:21][C:16]([CH:15]=[CH:14][C:5]2[CH:6]=[C:7]([OH:12])[C:8]([CH:9]([CH3:10])[CH3:11])=[C:3]([OH:2])[CH:4]=2)=[CH:17][CH:18]=1 |f:1.2|. Procedure details: This material was prepared from 1-(3,5-dimethoxy-4-i-propylphenyl)-2-(4-methoxyphenyl)ethene and pyridine hydrochloride in 30% yield in the same way as described in example 3. 1H NMR (DMSO-d6, ppm): δ 1.22 (d, J=7.0 Hz, 6H), 3.41 (m, 1H), 6.40 (s, 2H), 6.73 (d, J=6.3 Hz, 4H), 7.33 (s, 1H), 7.41 (s, 1H), 8.98 (s, 2H), 9.51 (s, 1H). Reactants: C1(CCCCC1)C[C@H](C(C(=O)NN)O)NC(OC(C)(C)C)=O (tert-butyl (1R,2RS)-1-(cyclohexylmethyl)-3-hydrazino-2-hydroxy-3-oxopropylcarbamate), N1=CC=CC=C1 (pyridine), ClC1=CC=C(C=O)C=C1 (4-chlorobenzaldehyde). The solvent is C(C)O (ethanol). Reaction conditions: temperature 85 celsius, time 16 hour. Product: N[C@@H](C(C(=O)N/N=C/C1=CC=C(C=C1)Cl)O)CC1CCCCC1 ((2RS,3R)-3-amino-N′-((E)-(4-chlorophenyl)methylidene)-4-cyclohexyl-2-hydroxybutanohydrazide). RXN SMILES: [CH:1]1([CH2:7][C@@H:8]([NH:15]C(=O)OC(C)(C)C)[CH:9]([OH:14])[C:10]([NH:12][NH2:13])=[O:11])[CH2:6][CH2:5][CH2:4][CH2:3][CH2:2]1.N1C=CC=CC=1.[Cl:29][C:30]1[CH:37]=[CH:36][C:33]([CH:34]=O)=[CH:32][CH:31]=1>C(O)C>[NH2:15][C@H:8]([CH2:7][CH:1]1[CH2:2][CH2:3][CH2:4][CH2:5][CH2:6]1)[CH:9]([OH:14])[C:10]([NH:12]/[N:13]=[CH:34]/[C:33]1[CH:36]=[CH:37][C:30]([Cl:29])=[CH:31][CH:32]=1)=[O:11]. Reported procedure: A solution of Example 14A (0.064 g, 0.20 mmol) in ethanol (3 mL) was treated with pyridine (2 mL) and 4-chlorobenzaldehyde (0.033 mL, 0.23 mmol), heated to 85° C., stirred for 16 hours, and concentrated. The concentrate was purified by flash column chormatography on silica gel with ethyl acetate in hexanes, and the purified concntrate was treated with 4N HCl in dioxane, stirred for 4 hours, concentrated, precipitated from diethyl ether, and collected by filtration to provide the desired product. Reactants: C1(CCCCC1)CCCN (cyclohexylpropylamine), COC1CCC(CC1)CCCN (3-(4-Methoxycyclohexyl)-propylamine), COC1=CC=C(C=C1)CCCN (3-(4-methoxyphenyl)propylamine), Ru Al2O3. Solvent: O1CCOCC1 (dioxane). Yields the product C1(CCCCC1)COCCN (2-(Cyclohexylmethoxy)ethylamine). Reaction SMILES: CO[CH:3]1[CH2:8][CH2:7][CH:6]([CH2:9]CCN)[CH2:5][CH2:4]1.C[O:14]C1C=CC(CCCN)=CC=1.C1(C[CH2:32][CH2:33][NH2:34])CCCCC1>O1CCOCC1>[CH:6]1([CH2:9][O:14][CH2:32][CH2:33][NH2:34])[CH2:5][CH2:4][CH2:3][CH2:8][CH2:7]1. Procedure details: [(cis) and (trans)]-3-(4-Methoxycyclohexyl)-propylamine: A solution of 1.18 g (7.1 mmol) 3-(4-methoxyphenyl)propylamine in 50 mL of dioxane was hydrogenated at 138 bar and at 160° C. for 16 h in the presence of 0.5 g of 5% Ru/Al2O3. The catalyst was removed by filtration and the filtrate was concentrated to dryness. Preparative HPLC of the crude product by elution with 10% (10% concd NH4OH in MeOH)--CH2Cl2 furnished 723.5 mg (59%) of the cis/trans mixture of cyclohexylpropylamine (c/t=~3:1 by 1H... Starting materials: Nc1cc(N2CCN(C(=O)c3ccccc3C(F)(F)F)CC2)ccc1[N+](=O)[O-], NN. Yields the product Nc1ccc(N2CCN(C(=O)c3ccccc3C(F)(F)F)CC2)cc1N. RXN SMILES: [NH2:1][c:2]1[cH:3][c:4]([N:11]2[CH2:12][CH2:13][N:14]([C:17](=[O:18])[c:19]3[c:20]([C:25]([F:26])([F:27])[F:28])[cH:21][cH:22][cH:23][cH:24]3)[CH2:15][CH2:16]2)[cH:5][cH:6][c:7]1[N+:8]([O-:9])=[O:10].[NH2:29][NH2:30]>>[NH2:1][c:2]1[cH:3][c:4]([N:11]2[CH2:12][CH2:13][N:14]([C:17](=[O:18])[c:19]3[c:20]([C:25]([F:26])([F:27])[F:28])[cH:21][cH:22][cH:23][cH:24]3)[CH2:15][CH2:16]2)[cH:5][cH:6][c:7]1[NH2:8].